This data is from the Open Reaction Database (ORD), a public repository of structured organic reaction records. The task is: describe an organic reaction: reactants, conditions, products, and yield Reactants: O(C1=CC=CC=C1)C1=CC=C(CN)C=C1 (4-phenoxybenzylamine), NC1=CC2=C(OC(OC2=O)(C)C)C=C1 (6-amino-2,2-dimethyl-4H-1,3-benzodioxin-4-one), ClCC=1N=C(SC1)C1=CC=C(C(=O)Cl)C=C1 (4-[4-(chloromethyl)-1,3-thiazol-2-yl]benzoyl chloride), FC(C1=CC=C(C(=O)Cl)C=C1)(F)F (4-(trifluoromethyl)benzoyl chloride). Yields the product OC1=C(C(=O)O)C=C(C=C1)N(C(C1=CC=C(C=C1)C(F)(F)F)=O)CC=1N=C(SC1)C1=CC=C(C=C1)C(=O)NCC1=CC=C(C=C1)OC1=CC=CC=C1 (2-hydroxy-5-{{[2-(4-{[(4-phenoxybenzyl)amino]carbonyl}phenyl)-1,3-thiazol-4-yl]methyl}[4-(trifluoromethyl)benzoyl]amino}benzoic acid). As a reaction SMILES: [O:1]([C:8]1[CH:15]=[CH:14][C:11]([CH2:12][NH2:13])=[CH:10][CH:9]=1)[C:2]1[CH:7]=[CH:6][CH:5]=[CH:4][CH:3]=1.Cl[CH2:17][C:18]1[N:19]=[C:20]([C:23]2[CH:31]=[CH:30][C:26]([C:27](Cl)=[O:28])=[CH:25][CH:24]=2)[S:21][CH:22]=1.[F:32][C:33]([F:44])([F:43])[C:34]1[CH:42]=[CH:41][C:37]([C:38](Cl)=[O:39])=[CH:36][CH:35]=1.[NH2:45][C:46]1[CH:58]=[CH:57][C:49]2[O:50]C(C)(C)[O:52][C:53](=[O:54])[C:48]=2[CH:47]=1>>[OH:50][C:49]1[CH:57]=[CH:58][C:46]([N:45]([CH2:17][C:18]2[N:19]=[C:20]([C:23]3[CH:31]=[CH:30][C:26]([C:27]([NH:13][CH2:12][C:11]4[CH:10]=[CH:9][C:8]([O:1][C:2]5[CH:3]=[CH:4][CH:5]=[CH:6][CH:7]=5)=[CH:15][CH:14]=4)=[O:28])=[CH:25][CH:24]=3)[S:21][CH:22]=2)[C:38](=[O:39])[C:37]2[CH:41]=[CH:42][C:34]([C:33]([F:44])([F:43])[F:32])=[CH:35][CH:36]=2)=[CH:47][C:48]=1[C:53]([OH:54])=[O:52]. Procedure details: The title compound was prepared following the procedure A using 4-phenoxybenzylamine, 4-[4-(chloromethyl)-1,3-thiazol-2-yl]benzoyl chloride, 4-(trifluoromethyl)benzoyl chloride and 6-amino-2,2-dimethyl-4H-1,3-benzodioxin-4-one. M+(ESI): 724.1 Reactants: dimethanesulfonate, N1=CC=C(C=C1)C(C(C(CC)=O)=NO)=O (1-(4-pyridyl)-1,3-diketo-2-oximinopentane), CS(=O)(=O)O (methanesulfonic acid). Reagents/catalysts: [Zn] (zinc). The solvent is C(=O)O (formic acid), CO (methanol), C(=O)O (formic acid). Reaction conditions: temperature 55 celsius, time 2 hour. Product: C(C)(C)O (isopropanol), N1=CC=C(C=C1)C(C(C(CC)=O)N)O (1-(4-Pyridyl)-1-hydroxyl-2-amino-3-ketopentane). The yield is 1006.6%. Reaction SMILES: [N:1]1[CH:6]=[CH:5][C:4]([C:7](=[O:15])[C:8](=[N:13]O)[C:9](=[O:12])[CH2:10][CH3:11])=[CH:3][CH:2]=1.CS(O)(=O)=O>C(O)=O.CO.[Zn]>[CH:9]([OH:12])([CH3:10])[CH3:8].[N:1]1[CH:6]=[CH:5][C:4]([CH:7]([OH:15])[CH:8]([NH2:13])[C:9](=[O:12])[CH2:10][CH3:11])=[CH:3][CH:2]=1. Reported procedure: In 37.8 kg of 88% formic acid was dissolved 7.5 kg (91% pure, 36.37 mole) of 1-(4-pyridyl)-1,3-diketo-2-oximinopentane and 7.0 kg of methanesulfonic acid. The resulting solution was slowly added to a slurry of 8.3 kg of zinc powder in 35.7 kg of formic acid. The reaction temperature was kept at about 60° C. by proper cooling and slow addition. The mixture was allowed to stir at 55° C. for 2 hours and then cooled to 20° C. The solid zinc formate was filtered off. To the formic acid filtrate was a...